Dataset: the Open Reaction Database (ORD), a public repository of structured organic reaction records. Task: describe an organic reaction: reactants, conditions, products, and yield Reactants: FC1=C(C(=O)Cl)C=CC=C1 (2-Fluorobenzoyl chloride), Cl.N1CCC(CC1)=O (4-piperidone hydrochloride), CCN(C(C)C)C(C)C (DIPEA). Run in C(Cl)Cl (DCM). Reaction conditions: time 2 hour. Product: FC1=C(C(=O)N2CCC(CC2)=O)C=CC=C1 (1-(2-fluorobenzoyl)-4-piperidinone). Yield: 41.1%. Reaction SMILES: [F:1][C:2]1[CH:10]=[CH:9][CH:8]=[CH:7][C:3]=1[C:4](Cl)=[O:5].Cl.[NH:12]1[CH2:17][CH2:16][C:15](=[O:18])[CH2:14][CH2:13]1.CCN(C(C)C)C(C)C>C(Cl)Cl>[F:1][C:2]1[CH:10]=[CH:9][CH:8]=[CH:7][C:3]=1[C:4]([N:12]1[CH2:17][CH2:16][C:15](=[O:18])[CH2:14][CH2:13]1)=[O:5] |f:1.2|. Procedure details: 2-Fluorobenzoyl chloride (10.5 g, 66.5 mmol) was added to a stirred solution of 4-piperidone hydrochloride (6.0 g, 60.5 mmol) and DIPEA (3.0 mL, 17.1 mmol) in DCM (150 mL). The mixture was stirred at room temperature for 2 hours and extracted with a 10% solution of citric acid, a saturated solution of Na2CO3 and H2O. The organic layer was separated, dried (Na2SO4), filtered and the solvent evaporated in vacuo to yield 1-(2-fluorobenzoyl)-4-piperidinone (5.5 g, 41% yield) that was used in the nex... Starting materials: ClC=1C=CC(=C(C1)CN1N=C(C=C1)[N+](=O)[O-])OCC1=CC=CC=C1 (1-({5-Chloro-2-[(phenylmethyl)oxy]phenyl}methyl)-3-nitro-1H-pyrazole), C([O-])(O)=O.[Na+] (sodium bicarbonate), Intermediate 54, Stannous chloride. Run in C(C)O (ethanol). Run at temperature 85 celsius. The product is ClC=1C=CC(=C(C1)CN1N=C(C=C1)N)OCC1=CC=CC=C1 (1-({5-Chloro-2-[(phenylmethyl)oxy]phenyl}methyl)-1H-pyrazol-3-amine). RXN SMILES: [Cl:1][C:2]1[CH:3]=[CH:4][C:5]([O:17][CH2:18][C:19]2[CH:24]=[CH:23][CH:22]=[CH:21][CH:20]=2)=[C:6]([CH2:8][N:9]2[CH:13]=[CH:12][C:11]([N+:14]([O-])=O)=[N:10]2)[CH:7]=1.C(=O)(O)[O-].[Na+]>C(O)C>[Cl:1][C:2]1[CH:3]=[CH:4][C:5]([O:17][CH2:18][C:19]2[CH:20]=[CH:21][CH:22]=[CH:23][CH:24]=2)=[C:6]([CH2:8][N:9]2[CH:13]=[CH:12][C:11]([NH2:14])=[N:10]2)[CH:7]=1 |f:1.2|. Procedure details: 1-({5-Chloro-2-[(phenylmethyl)oxy]phenyl}methyl)-3-nitro-1H-pyrazole (for a preparation see Intermediate 54)(159 mg, 0.46 mmol) was dissolved in ethanol (10 ml). Stannous chloride (hydrated) (522 mg, 2.31 mmol) was added and the reaction was stirred and heated to 85° C. overnight under nitrogen. The reaction mixture was treated with saturated aqueous sodium bicarbonate solution. The mixture was partitioned between water and ethyl acetate. The mixture was filtered to remove the solid tin residues... Starting materials: ClC1=CC=C(C(=O)Cl)C=C1 (p-chlorobenzoyl chloride), CCOCC (ether), C(C)(=O)OC(C1=CC=CC=C1)OC(CC1=C(NC2=CC=C(C=C12)OC)C)=O ((5-methoxy-2-methyl-3-indoleacetoxy)-benzyl acetate), suspension, [H-].[Na+] (sodium hydride). Run in O (water), C(C)(=O)O (acetic acid), CN(C=O)C (dimethylformamide), CN(C=O)C (dimethylformamide). Conditions: temperature 0 celsius, time 20 minute. Product: C(C)(=O)OC(C1=CC=CC=C1)OC(CC1=C(N(C2=CC=C(C=C12)OC)C(C1=CC=C(C=C1)Cl)=O)C)=O ([1 -(p-chlorobenzoyl)-5-methoxy-2-methyl-3-indoleacetoxy]-benzyl acetate). As a reaction SMILES: [C:1]([O:4][CH:5]([O:12][C:13](=[O:27])[CH2:14][C:15]1[C:23]2[C:18](=[CH:19][CH:20]=[C:21]([O:24][CH3:25])[CH:22]=2)[NH:17][C:16]=1[CH3:26])[C:6]1[CH:11]=[CH:10][CH:9]=[CH:8][CH:7]=1)(=[O:3])[CH3:2].[H-].[Na+].[Cl:30][C:31]1[CH:39]=[CH:38][C:34]([C:35](Cl)=[O:36])=[CH:33][CH:32]=1.CCOCC>CN(C)C=O.O.C(O)(=O)C>[C:1]([O:4][CH:5]([O:12][C:13](=[O:27])[CH2:14][C:15]1[C:23]2[C:18](=[CH:19][CH:20]=[C:21]([O:24][CH3:25])[CH:22]=2)[N:17]([C:35](=[O:36])[C:34]2[CH:38]=[CH:39][C:31]([Cl:30])=[CH:32][CH:33]=2)[C:16]=1[CH3:26])[C:6]1[CH:11]=[CH:10][CH:9]=[CH:8][CH:7]=1)(=[O:3])[CH3:2] |f:1.2|. Procedure: 1.84 g of (5-methoxy-2-methyl-3-indoleacetoxy)-benzyl acetate in 19 ml of dimethylformamide, was added to 0.51 g of a suspension of sodium hydride in 20 ml of dimethylformamide, stirred for 20 minutes at 0°C under nitrogen and then 1.19 mol of p-chlorobenzoyl chloride were introduced. The mixture was stirred for 5 hours under nitrogen at 0° to 5°C and thereafter introduced into 115 ml of ether, 115 ml of glacial acetic acid and 230 ml of iced water. The layers were separated and the aqueous phas... Product: ClC=1C=NC=2N(C1)N=C(C2)C(=O)N2C(C1=C(CC2)OC(=C1)C)C ((6-Chloro-pyrazolo[1,5-a]pyrimidin-2-yl)-(2,4-dimethyl-6,7-dihydro-4H-furo[3,2-c]pyridin-5-yl)-methanone). Reaction SMILES: [Cl:1][C:2]1[CH:3]=[N:4][C:5]2[N:6]([N:8]=[C:9]([C:11]([OH:13])=O)[CH:10]=2)[CH:7]=1.[CH3:14][C:15]1[O:23][C:22]2[CH2:21][CH2:20][NH:19][CH:18]([CH3:24])[C:17]=2[CH:16]=1>>[Cl:1][C:2]1[CH:3]=[N:4][C:5]2[N:6]([N:8]=[C:9]([C:11]([N:19]3[CH2:20][CH2:21][C:22]4[O:23][C:15]([CH3:14])=[CH:16][C:17]=4[CH:18]3[CH3:24])=[O:13])[CH:10]=2)[CH:7]=1. Yield: 10.0%. Procedure: In close analogy to the procedure described in Example 11, 6-chloro-pyrazolo[1,5-a]pyrimidine-2-carboxylic acid is reacted with 2,4-Dimethyl-4,5,6,7-tetrahydro-furo[3,2-c]pyridine to provide the title compound. Reactants: ClC=1C=NC=2N(C1)N=C(C2)C(=O)O (6-chloro-pyrazolo[1,5-a]pyrimidine-2-carboxylic acid), CC1=CC=2C(NCCC2O1)C (2,4-Dimethyl-4,5,6,7-tetrahydro-furo[3,2-c]pyridine).